From a dataset of the Open Reaction Database (ORD), a public repository of structured organic reaction records. describe an organic reaction: reactants, conditions, products, and yield Starting materials: C(C)OC(CC(N(CCC(=O)OC)CC1=CC=C(C=C1)[N+](=O)[O-])=O)=O (ethyl[N-(p-nitrobenzyl)-N-(methoxycarbonylethyl)carbamoyl]acetate), [Na] (Sodium), O (water). Solvent: C1=CC=CC=C1 (benzene), C(C)O (ethanol). Run at time 1.5 hour. Product: [N+](=O)([O-])C1=CC=C(CN2C(C(C(CC2)=O)C(=O)OCC)=O)C=C1 (ethyl 1-(p-nitrobenzyl)-2,4-dioxopiperidine-3-carboxylate). Yield: 88.3%. RXN SMILES: [Na].[CH2:2]([O:4][C:5](=[O:26])[CH2:6][C:7](=[O:25])[N:8]([CH2:15][C:16]1[CH:21]=[CH:20][C:19]([N+:22]([O-:24])=[O:23])=[CH:18][CH:17]=1)[CH2:9][CH2:10][C:11]([O:13]C)=O)[CH3:3].O>C(O)C.C1C=CC=CC=1>[N+:22]([C:19]1[CH:20]=[CH:21][C:16]([CH2:15][N:8]2[CH2:9][CH2:10][C:11](=[O:13])[CH:6]([C:5]([O:4][CH2:2][CH3:3])=[O:26])[C:7]2=[O:25])=[CH:17][CH:18]=1)([O-:24])=[O:23] |^1:0|. Procedure details: Sodium (690 mg) is dissolved in ethanol (25 ml), and thereto is added dropwise a solution of ethyl[N-(p-nitrobenzyl)-N-(methoxycarbonylethyl)carbamoyl]acetate (10.0 g) in benzene (160 ml) at room temperature. The mixture was stirred at the same temperature for 1.5 hours. The mixture is poured into water. The aqueous layer is separated, neutralized with 10% HCl and extracted with ethyl acetate. The extract is washed with a saturated sodium chloride solution, dried and then distilled to remove the... Procedure details: A sohtion of 3-(chloromethyl)benzoyl chloride (50 g, 264 mmol) in 200 ml of tetrahydrofuran was poured into a solution of diethylamine (607 mmol, 44.4 g, 63.1 ml) in 450 ml of rapidly stirring water. After 10 m, the mixture was extracted with 100 ml of ether and the extract was dried over MgSO4 and concentrated under recuced pressure affording 53.23 g (236 mmol, 89% yield) of the product as a clear oil. The yield is 89.4%. Run in O1CCCC1 (tetrahydrofuran). RXN SMILES: [Cl:1][CH2:2][C:3]1[CH:4]=[C:5]([CH:9]=[CH:10][CH:11]=1)[C:6](Cl)=[O:7].[CH2:12]([NH:14][CH2:15][CH3:16])[CH3:13].O>O1CCCC1>[Cl:1][CH2:2][C:3]1[CH:4]=[C:5]([CH:9]=[CH:10][CH:11]=1)[C:6]([N:14]([CH2:15][CH3:16])[CH2:12][CH3:13])=[O:7]. The product is ClCC=1C=C(C(=O)N(CC)CC)C=CC1 (3-(Chloromethyl)-N,N-diethyibenzamide). Starting materials: ClCC=1C=C(C(=O)Cl)C=CC1 (3-(chloromethyl)benzoyl chloride), C(C)NCC (diethylamine), O (water). Reaction SMILES: [Cl:1][C:2]1[CH:7]=[CH:6][C:5]([OH:8])=[CH:4][CH:3]=1.Br[CH2:10][CH2:11][Cl:12].C(=O)([O-])[O-].[K+].[K+]>CC(C)=O>[Cl:1][C:2]1[CH:7]=[CH:6][C:5]([O:8][CH2:10][CH2:11][Cl:12])=[CH:4][CH:3]=1 |f:2.3.4|. Solvent: CC(=O)C (acetone). Yields the product ClC1=CC=C(C=C1)OCCCl (2-chloroethyl 4-chlorophenyl ether). Starting materials: ClC1=CC=C(C=C1)O (4-chlorophenol), BrCCCl (1-bromo-2-chloroethane), C([O-])([O-])=O.[K+].[K+] (potassium carbonate). Conditions: time 18 hour. Procedure: A mixture of 4-chlorophenol (100 g), 1-bromo-2-chloroethane (335 g), potassium carbonate (129 g) and acetone (2 l) was boiled under reflux with stirring for 18 hours. The mixture was evaporated to dryness under reduced pressure and then dichloromethane was added to the cool residue. The mixture was filtered and the filtrate washed with 5M sodium hydroxide solution, water, dried, filtered and evaporated to give 2-chloroethyl 4-chlorophenyl ether as an oil. Reactants: ClC(Cl)Cl, OCc1cc2cc(-c3ccc4ccc(Cl)cc4n3)ccc2o1. As a reaction SMILES: [CH:23]([Cl:24])([Cl:25])[Cl:26].[Cl:1][c:2]1[cH:3][cH:4][c:5]2[cH:6][cH:7][c:8](-[c:12]3[cH:13][cH:14][c:15]4[c:16]([cH:17][c:18]([CH2:20][OH:21])[o:19]4)[cH:22]3)[n:9][c:10]2[cH:11]1>>[Cl:1][c:2]1[cH:3][cH:4][c:5]2[cH:6][cH:7][c:8](-[c:12]3[cH:13][cH:14][c:15]4[c:16]([cH:17][c:18]([CH:20]=[O:21])[o:19]4)[cH:22]3)[n:9][c:10]2[cH:11]1. Yields the product O=Cc1cc2cc(-c3ccc4ccc(Cl)cc4n3)ccc2o1. Starting materials: C(C)C1C(CC(C(C(OC(C2CCCCN2C(C(C2(C(CC(C(C(CC(CC(=C1)C)C)OC)O2)OC)C)O)=O)=O)=O)C(=CC2CC(C(CC2)OS(=O)(=O)C2=C(C=CC=C2)[N+](=O)[O-])OCC=C)C)C)O[Si](C)(C)C(C)(C)C)=O (17-ethyl-1-hydroxy-14-(tert-butyldimethylsiloxy)-12-[2'-(4"-(o-nitrophenylsulfonyloxy)-3"-allyloxycyclohexyl)-1'-methylvinyl]-23,25-dimethoxy-13,19,21,27-tetramethyl-11,28-dioxa-4-azatricyclo[22.3.1.04,9 ]octacos-18-ene-2,3,10,16-tetraone), [N-]=[N+]=[N-].[Na+] (sodium azide). Solvent: C(C)(=O)OCC (ethyl acetate), CN(C=O)C (N,N-dimethyl formamide). Conditions: temperature 70 celsius. The product is C(C)C1C(CC(C(C(OC(C2CCCCN2C(C(C2(C(CC(C(C(CC(CC(=C1)C)C)OC)O2)OC)C)O)=O)=O)=O)C(=CC2CC(C(CC2)N=[N+]=[N-])OCC=C)C)C)O)=O (17-Ethyl-1,14-dihydroxy-12-[2'-(4"-azido-3"-allyloxycyclohexyl)-1'-methylvinyl]-23,25-dimethoxy-13,19,21,-27-tetramethyl-11,28-dioxa-4-azatricyclo[22.3.1.04,9 ]octacos-18-ene-2,3,10,16-tetraone). Isolated yield 34.1%. Reaction SMILES: [CH2:1]([CH:3]1[CH:29]=[C:28]([CH3:30])[CH2:27][CH:26]([CH3:31])[CH2:25][CH:24]([O:32][CH3:33])[CH:23]2[O:34][C:19]([OH:38])([CH:20]([CH3:37])[CH2:21][CH:22]2[O:35][CH3:36])[C:18](=[O:39])[C:17](=[O:40])[N:16]2[CH:11]([CH2:12][CH2:13][CH2:14][CH2:15]2)[C:10](=[O:41])[O:9][CH:8]([C:42]([CH3:67])=[CH:43][CH:44]2[CH2:49][CH2:48][CH:47](OS(C3C=CC=CC=3[N+]([O-])=O)(=O)=O)[CH:46]([O:63][CH2:64][CH:65]=[CH2:66])[CH2:45]2)[CH:7]([CH3:68])[CH:6]([O:69][Si](C(C)(C)C)(C)C)[CH2:5][C:4]1=[O:77])[CH3:2].[N-:78]=[N+:79]=[N-:80].[Na+]>CN(C)C=O.C(OCC)(=O)C>[CH2:1]([CH:3]1[CH:29]=[C:28]([CH3:30])[CH2:27][CH:26]([CH3:31])[CH2:25][CH:24]([O:32][CH3:33])[CH:23]2[O:34][C:19]([OH:38])([CH:20]([CH3:37])[CH2:21][CH:22]2[O:35][CH3:36])[C:18](=[O:39])[C:17](=[O:40])[N:16]2[CH:11]([CH2:12][CH2:13][CH2:14][CH2:15]2)[C:10](=[O:41])[O:9][CH:8]([C:42]([CH3:67])=[CH:43][CH:44]2[CH2:49][CH2:48][CH:47]([N:78]=[N+:79]=[N-:80])[CH:46]([O:63][CH2:64][CH:65]=[CH2:66])[CH2:45]2)[CH:7]([CH3:68])[CH:6]([OH:69])[CH2:5][C:4]1=[O:77])[CH3:2] |f:1.2|. Procedure details: To a solution of 17-ethyl-1-hydroxy-14-(tert-butyldimethylsiloxy)-12-[2'-(4"-(o-nitrophenylsulfonyloxy)-3"-allyloxycyclohexyl)-1'-methylvinyl]-23,25-dimethoxy-13,19,21,27-tetramethyl-11,28-dioxa-4-azatricyclo[22.3.1.04,9 ]octacos-18-ene-2,3,10,16-tetraone (68 mg) in N,N-dimethyl formamide (1 ml) was added an excess of sodium azide (20 mg) and the mixture heated to 70° C. After 4 hours the reaction was cooled to room temperature, diluted with ethyl acetate, extracted from half-saturated ammonium ...